The task is: describe an organic reaction: reactants, conditions, products, and yield. This data is from the Open Reaction Database (ORD), a public repository of structured organic reaction records. Reactants: C(C)(C)(C)OC(COC1=CC=C(C=C1)COC1CN2C(OC1)=NC(=C2)[N+](=O)[O-])=O ([4-(2-nitro-6,7-dihydro-5H-imidazo[2,1-b][1,3]oxazin-6-yloxylmethyl)-phenoxy]-acetic acid tert-butyl ester), [N+](=O)([O-])C=1N=C2OCC(CN2C1)OCC1=CC=C(OCC(=O)N2CCC(CC2)=O)C=C1 (1-{2-[4-(2-Nitro-6,7-dihydro-5H-imidazo[2,1-b][1,3]oxazin-6-yloxymethyl)-phenoxy]-acetyl}-piperidin-4-one). The solvent is C(=O)(C(F)(F)F)O (TFA), ClCCl (dichloromethane). Product: [N+](=O)([O-])C=1N=C2OCC(CN2C1)OCC1=CC=C(OCC(=O)O)C=C1 ([4-(2-nitro-6,7-dihydro-5H-imidazo[2,1-b][1,3]oxazin-6-yloxymethyl)-phenoxy]-acetic acid). RXN SMILES: [N+](C1N=C2N(C=1)CC(OCC1C=CC(OCC(N3CCC(=O)CC3)=O)=CC=1)CO2)([O-])=O.C([O:36][C:37](=[O:60])[CH2:38][O:39][C:40]1[CH:45]=[CH:44][C:43]([CH2:46][O:47][CH:48]2[CH2:53][O:52][C:51]3=[N:54][C:55]([N+:57]([O-:59])=[O:58])=[CH:56][N:50]3[CH2:49]2)=[CH:42][CH:41]=1)(C)(C)C>C(O)(C(F)(F)F)=O.ClCCl>[N+:57]([C:55]1[N:54]=[C:51]2[N:50]([CH:56]=1)[CH2:49][CH:48]([O:47][CH2:46][C:43]1[CH:42]=[CH:41][C:40]([O:39][CH2:38][C:37]([OH:60])=[O:36])=[CH:45][CH:44]=1)[CH2:53][O:52]2)([O-:59])=[O:58]. Procedure details: 1-{2-[4-(2-Nitro-6,7-dihydro-5H-imidazo[2,1-b][1,3]oxazin-6-yloxymethyl)-phenoxy]-acetyl}-piperidin-4-one. A solution of [4-(2-nitro-6,7-dihydro-5H-imidazo[2,1-b][1,3]oxazin-6-yloxylmethyl)-phenoxy]-acetic acid tert-butyl ester (130 mg, 0.32 mmol) in TFA (1.0 mL) and dichloromethane (2.0 mL) was stirred at room temperature for 1.5 h. Solvent was evaporated to give [4-(2-nitro-6,7-dihydro-5H-imidazo[2,1-b][1,3]oxazin-6-yloxymethyl)-phenoxy]-acetic acid. To a solution of the above acid in dichloro... Starting materials: N1(C=NC=2C=NC=3C=CC=CC3C21)CCCCCC(=O)OCC (ethyl 6-(1H-imidazo[4,5-c]quinolin-1-yl)hexanoate), C(CC)N (n-propylamine), C(CC)N (n-propylamine). Solvent: C1CCOC1 (THF). Yields the product N1(C=NC=2C=NC=3C=CC=CC3C21)CCCCCC(=O)NCCC (6-(1H-imidazo[4,5-c]quinolin-1-yl)-N-propylhexanamide). Yield: 95.9%. As a reaction SMILES: [N:1]1([CH2:14][CH2:15][CH2:16][CH2:17][CH2:18][C:19]([O:21]CC)=O)[C:13]2[C:12]3[CH:11]=[CH:10][CH:9]=[CH:8][C:7]=3[N:6]=[CH:5][C:4]=2[N:3]=[CH:2]1.[CH2:24]([NH2:27])[CH2:25][CH3:26]>C1COCC1>[N:1]1([CH2:14][CH2:15][CH2:16][CH2:17][CH2:18][C:19]([NH:27][CH2:24][CH2:25][CH3:26])=[O:21])[C:13]2[C:12]3[CH:11]=[CH:10][CH:9]=[CH:8][C:7]=3[N:6]=[CH:5][C:4]=2[N:3]=[CH:2]1. Procedure: A solution of ethyl 6-(1H-imidazo[4,5-c]quinolin-1-yl)hexanoate (7.0 g, 22.5 mmol) and n-propylamine (11.1 mL, 135 mmol) in THF (10 mL) was heated at 100° C. for ten days in a sealed high-pressure vessel. Additional n-propylamine (20 mL) was added after three days and again after seven days. After ten days, the reaction was concentrated under reduced pressure to provide 7.0 g of 6-(1H-imidazo[4,5-c]quinolin-1-yl)-N-propylhexanamide. The reactants are C(C)O (ethanol), C(C)OC=1C=CC(=C(C1)C1=C(C(=NC(=C1)C)C#N)C)F (4-(5-ethoxy-2-fluoro-phenyl)-3,6-dimethyl-pyridine-2-carbonitrile), [OH-].[Na+] (sodium hydroxide), C(C)O (ethanol), S(O)(O)(=O)=O (sulfuric acid). Run at temperature 100 celsius, time 5 hour. The product is C(C)OC=1C=CC(=C(C1)C1=C(C(=NC(=C1)C)C(=O)OCC)C)F (Ethyl 4-(5-ethoxy-2-fluoro-phenyl)-3,6-dimethyl-pyridine-2-carboxylate). The yield is 98.6%. As a reaction SMILES: [CH2:1]([O:3][C:4]1[CH:5]=[CH:6][C:7]([F:20])=[C:8]([C:10]2[CH:15]=[C:14]([CH3:16])[N:13]=[C:12]([C:17]#N)[C:11]=2[CH3:19])[CH:9]=1)[CH3:2].[OH-:21].[Na+].S(=O)(=O)(O)O.[CH2:28]([OH:30])[CH3:29]>>[CH2:1]([O:3][C:4]1[CH:5]=[CH:6][C:7]([F:20])=[C:8]([C:10]2[CH:15]=[C:14]([CH3:16])[N:13]=[C:12]([C:17]([O:30][CH2:28][CH3:29])=[O:21])[C:11]=2[CH3:19])[CH:9]=1)[CH3:2] |f:1.2|. Procedure details: To a stirred solution of 4-(5-ethoxy-2-fluoro-phenyl)-3,6-dimethyl-pyridine-2-carbonitrile (which may be prepared as described in Description 138) (4.76 g, 17.61 mmol) in ethanol (25 mL) was added 8M sodium hydroxide (13.21 mL, 105.66 mmol). The resulting mixture was left to stir at 100° C. for 5 h. The reaction mixture was cooled and concentrated. The pH was adjusted to 1 with the careful addition of 5M aq. HCl. The reaction mixture was extracted with DCM and the organic layers were collected b... The reactants are CC(C)(C)CC=O, CC#N, O=CO, Cl, CC(=O)OCC(=O)C12CNCC1CC1C3CC(F)C4=CC(=O)C=CC4(C)C3(F)C(O)CC12C. Yields the product CC(=O)OCC(=O)C12CN(CCC(C)(C)C)CC1CC1C3CC(F)C4=CC(=O)C=CC4(C)C3(F)C(O)CC12C. As a reaction SMILES: [CH3:35][C:36]([CH2:37][CH:38]=[O:39])([CH3:40])[CH3:41].[CH3:45][C:46]#[N:47].[CH:42]([OH:43])=[O:44].[ClH:1].[F:2][C:3]12[CH:4]([OH:34])[CH2:5][C:6]3([CH3:33])[CH:7]([CH:8]1[CH2:9][CH:10]([F:19])[C:11]1=[CH:12][C:13](=[O:18])[CH:14]=[CH:15][C:16]21[CH3:17])[CH2:20][CH:21]1[CH2:22][NH:23][CH2:24][C:25]31[C:26]([CH2:27][O:28][C:29]([CH3:30])=[O:31])=[O:32]>>[F:2][C:3]12[CH:4]([OH:34])[CH2:5][C:6]3([CH3:33])[CH:7]([CH:8]1[CH2:9][CH:10]([F:19])[C:11]1=[CH:12][C:13](=[O:18])[CH:14]=[CH:15][C:16]21[CH3:17])[CH2:20][CH:21]1[CH2:22][N:23]([CH2:38][CH2:37][C:36]([CH3:35])([CH3:40])[CH3:41])[CH2:24][C:25]31[C:26]([CH2:27][O:28][C:29]([CH3:30])=[O:31])=[O:32].